From a dataset of the Open Reaction Database (ORD), a public repository of structured organic reaction records. describe an organic reaction: reactants, conditions, products, and yield The reactants are BrC=1C=CC(=C(C1)[N+](=O)[O-])F (5-bromo-2-fluoronitrobenzene), C1(=CC=CC=C1)O (phenol), C(=O)([O-])[O-].[K+].[K+] (K2CO3). The solvent is CN(C)C=O (DMF). Reaction conditions: temperature 80 celsius, time 3 hour. Yields the product BrC1=CC(=C(C=C1)OC1=CC=CC=C1)[N+](=O)[O-] (4-Bromo-2-nitro-1-phenoxybenzene). RXN SMILES: [Br:1][C:2]1[CH:3]=[CH:4][C:5](F)=[C:6]([N+:8]([O-:10])=[O:9])[CH:7]=1.[C:12]1([OH:18])[CH:17]=[CH:16][CH:15]=[CH:14][CH:13]=1.C([O-])([O-])=O.[K+].[K+]>CN(C=O)C>[Br:1][C:2]1[CH:3]=[CH:4][C:5]([O:18][C:12]2[CH:17]=[CH:16][CH:15]=[CH:14][CH:13]=2)=[C:6]([N+:8]([O-:10])=[O:9])[CH:7]=1 |f:2.3.4|. Procedure details: A mixture of 5-bromo-2-fluoronitrobenzene (1.10 g, 5.0 mmol), phenol (0.52 g, 5.5 mmol) and K2CO3 powder (0.83 g, 5.0 mmol) in DMF (10 mL) was stirred at 80° C. for 3 h. The mixture was concentrated under reduced pressure, and the residue was partitioned between AcOEt and water. The separated organic layer was washed with 1M aqueous HCl and saturated NaCl solution. After the organic layer was dried over Na2SO4, the solvent was removed to give desired product which was used for next step without ... The product is C(C1=CC=CC=C1)(=O)N1CCCCC1 (benzoylpiperidine). Reactants: C(C1=CC=CC=C1)(=O)Cl (Benzoyl chloride), N1CCCCC1 (piperidine), [OH-].[Na+] (sodium hydroxide), C1(=CC=CC=C1)C (toluene). Reaction SMILES: [C:1](Cl)(=[O:8])[C:2]1[CH:7]=[CH:6][CH:5]=[CH:4][CH:3]=1.[NH:10]1[CH2:15][CH2:14][CH2:13][CH2:12][CH2:11]1.[OH-].[Na+].C1(C)C=CC=CC=1>O>[C:1]([N:10]1[CH2:15][CH2:14][CH2:13][CH2:12][CH2:11]1)(=[O:8])[C:2]1[CH:7]=[CH:6][CH:5]=[CH:4][CH:3]=1 |f:2.3|. Procedure: Benzoyl chloride (500 mL, 606 g, 4.3 mol) was added dropwise to a rapidly stirring mixture of piperidine (426 mL, 367 g, 4.3 mol), sodium hydroxide (190 g, 4.7 mol, 1.1 equivalents), toluene (1 L), and water (1.7 L) over a period of 70 minutes. After the addition was complete, the mixture was stirred at 25° C. for one hour. The organic and aqueous phases were separated, and the organic phase was washed with 2N hydrochloric acid (2×100 mL), concentrated by rotary evaporation, and distilled under ... Run in O (water). Isolated yield 95.0%. Reactants: amide, C1(CCCCCC1)N1C(=CC2=C1N=C(N=C2)NC2=NC=C(C(=O)O)C=C2)C(N(C)C)=O (6-(7-cycloheptyl-6-(dimethylcarbamoyl)-7H-pyrrolo[2,3-d]pyrimidin-2-ylamino)nicotinic acid), CC1(C2CNCC1CC2)O (8-methyl-3-azabicyclo[3.2.1]octan-8-ol). Yields the product C1(CCCCCC1)N1C(=CC2=C1N=C(N=C2)NC2=NC=C(C=C2)C(=O)N2CC1CCC(C2)C1(C)O)C(=O)N(C)C (7-cycloheptyl-2-(5-(8-hydroxy-8-methyl-3-azabicyclo[3.2.1]octane-3-carbonyl)pyridin-2-ylamino)-N,N-dimethyl-7H-pyrrolo[2,3-d]pyrimidine-6-carboxamide). Isolated yield 26.0%. As a reaction SMILES: [CH:1]1([N:8]2[C:12]3[N:13]=[C:14]([NH:17][C:18]4[CH:26]=[CH:25][C:21]([C:22]([OH:24])=O)=[CH:20][N:19]=4)[N:15]=[CH:16][C:11]=3[CH:10]=[C:9]2[C:27](=[O:31])[N:28]([CH3:30])[CH3:29])[CH2:7][CH2:6][CH2:5][CH2:4][CH2:3][CH2:2]1.[CH3:32][C:33]1([OH:41])[CH:38]2[CH2:39][CH2:40][CH:34]1[CH2:35][NH:36][CH2:37]2>>[CH:1]1([N:8]2[C:12]3[N:13]=[C:14]([NH:17][C:18]4[CH:26]=[CH:25][C:21]([C:22]([N:36]5[CH2:37][CH:38]6[C:33]([OH:41])([CH3:32])[CH:34]([CH2:40][CH2:39]6)[CH2:35]5)=[O:24])=[CH:20][N:19]=4)[N:15]=[CH:16][C:11]=3[CH:10]=[C:9]2[C:27]([N:28]([CH3:29])[CH3:30])=[O:31])[CH2:7][CH2:6][CH2:5][CH2:4][CH2:3][CH2:2]1. Procedure: Following general amide formation method 3, 6-(7-cycloheptyl-6-(dimethylcarbamoyl)-7H-pyrrolo[2,3-d]pyrimidin-2-ylamino)nicotinic acid was combined with 8-methyl-3-azabicyclo[3.2.1]octan-8-ol which gave 7-cycloheptyl-2-(5-(8-hydroxy-8-methyl-3-azabicyclo[3.2.1]octane-3-carbonyl)pyridin-2-ylamino)-N,N-dimethyl-7H-pyrrolo[2,3-d]pyrimidine-6-carboxamide (68 mg) in 26% yield. 1H NMR (400 MHz, CDCl3) δ ppm 9.65 (s, 1H) 8.93-8.86 (m, 1H) 8.68 (d, J=8.59 Hz, 1H) 8.55 (d, J=2.02 Hz, 1H) 7.82 (dd, J=8.84... Reactants: COC(=O)c1ccc2c(c1)CN(C(=O)OC(C)(C)C)CC2, ClCCl, O=C(O)C(F)(F)F. Product: COC(=O)c1ccc2c(c1)CNCC2. RXN SMILES: [CH2:1]1[N:2]([C:15]([O:16][C:17]([CH3:18])([CH3:19])[CH3:20])=[O:21])[CH2:3][CH2:4][c:5]2[cH:6][cH:7][c:8]([C:11](=[O:12])[O:13][CH3:14])[cH:9][c:10]21.[Cl:29][CH2:30][Cl:31].[OH:22][C:23]([C:24]([F:25])([F:26])[F:27])=[O:28]>>[CH2:1]1[NH:2][CH2:3][CH2:4][c:5]2[cH:6][cH:7][c:8]([C:11](=[O:12])[O:13][CH3:14])[cH:9][c:10]21. Reactants: ( a ), NC1=NC(=CC=C1)N (2,6-diaminopyridine), CC(CC(C)=O)=O (2,4-pentanedione). Product: NC1=CC=C2C(=CC(=NC2=N1)C)C (7-amino-2,4-dimethyl-1,8-naphthyridine), ( b ). Reaction SMILES: [NH2:1][C:2]1[CH:7]=[CH:6][CH:5]=[C:4]([NH2:8])[N:3]=1.[CH3:9][C:10](=O)[CH2:11][C:12](=O)[CH3:13]>>[NH2:8][C:4]1[N:3]=[C:2]2[C:7]([C:10]([CH3:9])=[CH:11][C:12]([CH3:13])=[N:1]2)=[CH:6][CH:5]=1. Procedure details: Preparation of the compounds having the formula: ##STR3## wherein R' is CH3, OH or CF3 is carried out by (a) condensing 2,6-diaminopyridine with 2,4-pentanedione to yield 7-amino-2,4-dimethyl-1,8-naphthyridine, (b) acetylating the naphthyridine to form the corresponding 7-acetamido naphthyridine, (c) methylating the 7-acetamido compound of step (b) to form a 1,2,4-trimethyl product, (d) hydrogenating the step (c) product to yield 7-acetamido-1,2,4-trimethyl-1,2,3,4-tetrahydro-1,8-naphthyridine, ... Starting materials: CC(C)CCCC(C)(O)CCCC(C)(O)CCN(C)Cc1ccccc1, CCO. As a reaction SMILES: [CH3:1][N:2]([CH2:3][CH2:4][C:5]([CH2:6][CH2:7][CH2:8][C:9]([CH2:10][CH2:11][CH2:12][CH:13]([CH3:14])[CH3:15])([OH:16])[CH3:17])([OH:18])[CH3:19])[CH2:20][c:21]1[cH:22][cH:23][cH:24][cH:25][cH:26]1.[CH3:27][CH2:28][OH:29]>>[CH3:1][NH:2][CH2:3][CH2:4][C:5]([CH2:6][CH2:7][CH2:8][C:9]([CH2:10][CH2:11][CH2:12][CH:13]([CH3:14])[CH3:15])([OH:16])[CH3:17])([OH:18])[CH3:19]. Product: CNCCC(C)(O)CCCC(C)(O)CCCC(C)C. Reactants: CCOC(C)=O, CCC=Cc1ccc(-c2ccc(-c3ccc(CC)cc3)c(F)c2F)[se]1. Product: CCCCc1ccc(-c2ccc(-c3ccc(CC)cc3)c(F)c2F)[se]1. RXN SMILES: [CH3:26][CH2:27][O:28][C:29](=[O:30])[CH3:31].[CH:1](=[CH:2][CH2:3][CH3:4])[c:5]1[se:6][c:7](-[c:10]2[c:11]([F:25])[c:12]([F:24])[c:13](-[c:16]3[cH:17][cH:18][c:19]([CH2:22][CH3:23])[cH:20][cH:21]3)[cH:14][cH:15]2)[cH:8][cH:9]1>>[CH2:1]([CH2:2][CH2:3][CH3:4])[c:5]1[se:6][c:7](-[c:10]2[c:11]([F:25])[c:12]([F:24])[c:13](-[c:16]3[cH:17][cH:18][c:19]([CH2:22][CH3:23])[cH:20][cH:21]3)[cH:14][cH:15]2)[cH:8][cH:9]1. The reactants are FC=1C=C(N)C=CC1C (3-fluoro-4-methylaniline), [OH-].[Na+] (NaOH), N1=C(Cl)N=C(Cl)N=C1Cl (cyanuric chloride), [OH-].[Na+] (NaOH). The solvent is CC(=O)C (acetone), CC(=O)C (acetone). Run at temperature 2.5 celsius, time 1 hour. Product: ClC1=NC(=NC(=N1)Cl)NC1=CC(=C(C=C1)C)F ((4,6-Dichloro-[1,3,5]triazin-2-yl)-(3-fluoro-4-methyl-phenyl)-amine). RXN SMILES: [N:1]1[C:8]([Cl:9])=[N:7][C:5](Cl)=[N:4][C:2]=1[Cl:3].[F:10][C:11]1[CH:12]=[C:13]([CH:15]=[CH:16][C:17]=1[CH3:18])[NH2:14].[OH-].[Na+]>CC(C)=O>[Cl:9][C:8]1[N:1]=[C:2]([Cl:3])[N:4]=[C:5]([NH:14][C:13]2[CH:15]=[CH:16][C:17]([CH3:18])=[C:11]([F:10])[CH:12]=2)[N:7]=1 |f:2.3|. Reported procedure: To cyanuric chloride (1.4821 g, 8 mmol) dissolved in acetone (115 mL) stiffing at 0-5° C., was added a solution of 3-fluoro-4-methylaniline (1.0017 g, 8 mmol) in acetone (15 mL) followed by the addition of 2.5 N NaOH (3.2 mL, 8 mmol). The reaction mixture was allowed to stir at 0-5° C. for 1 hour under nitrogen. The reaction mixture was poured over crushed ice and neutralized with 10% NaOH. The solid that formed was collected by vacuum filtration and the resulting solid was dried overnight under...